From a dataset of the Open Reaction Database (ORD), a public repository of structured organic reaction records. describe an organic reaction: reactants, conditions, products, and yield RXN SMILES: [CH2:1]([O:8][C:9]1[C:18]([N:19]([CH3:21])[CH3:20])=[CH:17][CH:16]=[CH:15][C:10]=1[C:11](OC)=[O:12])[C:2]1[CH:7]=[CH:6][CH:5]=[CH:4][CH:3]=1.[Li+].[BH4-]>O1CCCC1>[CH2:1]([O:8][C:9]1[C:18]([N:19]([CH3:20])[CH3:21])=[CH:17][CH:16]=[CH:15][C:10]=1[CH2:11][OH:12])[C:2]1[CH:3]=[CH:4][CH:5]=[CH:6][CH:7]=1 |f:1.2|. Reaction conditions: temperature 57 celsius, time 8 hour. Reported procedure: Into a 500-mL 3-necked round-bottom flask purged and maintained with an inert atmosphere of nitrogen, was placed methyl 2-(benzyloxy)-3-(dimethylamino)benzoate (9.1 g, 31.89 mmol, 1.00 equiv) and oxolane (180 mL). This was followed by the addition of LiBH4 (3.31 g, 152.10 mmol, 4.77 equiv) in several batches. The resulting solution was stirred for 8 h at 57° C. in an oil bath. The reaction was poured into 400 mL of water/ice. The resulting solution was extracted with 2×500 mL of ethyl acetate an... Starting materials: C(C1=CC=CC=C1)OC1=C(C(=O)OC)C=CC=C1N(C)C (methyl 2-(benzyloxy)-3-(dimethylamino)benzoate), [Li+].[BH4-] (LiBH4), water ice. Solvent: O1CCCC1 (oxolane). Product: C(C1=CC=CC=C1)OC1=C(C=CC=C1N(C)C)CO ((2-(benzyloxy)-3-(dimethylamino)phenyl)methanol). The reactants are CS(=O)(=O)O, COc1cc(N2CCN(C)CC2)ccc1-c1nc2c(c(C3CCCCC3)nn2C)c(=O)[nH]1, C1COCCO1. The product is CS(=O)(=O)O, COc1cc(N2CCN(C)CC2)ccc1-c1nc2c(c(C3CCCCC3)nn2C)c(=O)[nH]1. RXN SMILES: [CH3:33][S:34]([OH:35])(=[O:36])=[O:37].[CH:1]1([c:7]2[n:8][n:9]([CH3:32])[c:10]3[n:11][c:12](-[c:17]4[c:18]([O:30][CH3:31])[cH:19][c:20]([N:23]5[CH2:24][CH2:25][N:26]([CH3:29])[CH2:27][CH2:28]5)[cH:21][cH:22]4)[nH:13][c:14](=[O:16])[c:15]23)[CH2:2][CH2:3][CH2:4][CH2:5][CH2:6]1.[O:38]1[CH2:39][CH2:40][O:41][CH2:42][CH2:43]1>>[CH3:33][S:34](=[O:35])(=[O:36])[OH:37].[CH:1]1([c:7]2[n:8][n:9]([CH3:32])[c:10]3[n:11][c:12](-[c:17]4[c:18]([O:30][CH3:31])[cH:19][c:20]([N:23]5[CH2:24][CH2:25][N:26]([CH3:29])[CH2:27][CH2:28]5)[cH:21][cH:22]4)[nH:13][c:14](=[O:16])[c:15]23)[CH2:2][CH2:3][CH2:4][CH2:5][CH2:6]1. Starting materials: CC(C)(Br)C(N)=O, O=C([O-])[O-], CCOC(C)=O, CCCCCC, CN1CCCN(C)C1=O, CN1CCCC1=O, [Cs+], [Cs+], [H-], [Na+], C1COCCO1, Oc1cccc2cc3ccccc3nc12. Product: Nc1cccc2cc3ccccc3nc12. Reaction SMILES: [Br:24][C:25]([CH3:26])([CH3:27])[C:29]([NH2:28])=[O:30].[C:18](=[O:19])([O-:20])[O-:21].[CH3:37][CH2:38][O:39][C:40]([CH3:41])=[O:42].[CH3:43][CH2:44][CH2:45][CH2:46][CH2:47][CH3:48].[CH3:49][N:50]1[CH2:51][CH2:52][CH2:53][N:54]([CH3:55])[C:56]1=[O:57].[CH3:58][N:59]1[CH2:60][CH2:61][CH2:62][C:63]1=[O:64].[Cs+:22].[Cs+:23].[H-:17].[Na+:16].[O:31]1[CH2:32][CH2:33][O:34][CH2:35][CH2:36]1.[OH:1][c:2]1[cH:3][cH:4][cH:5][c:6]2[cH:7][c:8]3[cH:9][cH:10][cH:11][cH:12][c:13]3[n:14][c:15]12>>[c:2]1([NH2:28])[cH:3][cH:4][cH:5][c:6]2[cH:7][c:8]3[cH:9][cH:10][cH:11][cH:12][c:13]3[n:14][c:15]12. Reaction SMILES: [C:17]([CH3:18])([CH3:19])([CH3:20])[O:21][C:22]([NH:23][c:24]1[c:25](-[c:34]2[n:35][cH:36][n:37][c:38]([Cl:40])[cH:39]2)[cH:26][cH:27][c:28]([C:30]([F:31])([F:32])[F:33])[cH:29]1)=[O:41].[H-:16].[Na+:15].[O:42]=[CH:43][N:44]([CH3:45])[CH3:46].[OH:1][c:2]1[cH:3][cH:4][cH:5][c:6]2[c:7]1[n:8][c:9]([NH:11][C:12]([CH3:13])=[O:14])[s:10]2>>[O:1]([c:2]1[cH:3][cH:4][cH:5][c:6]2[c:7]1[n:8][c:9]([NH:11][C:12]([CH3:13])=[O:14])[s:10]2)[c:38]1[n:37][cH:36][n:35][c:34](-[c:25]2[c:24]([NH:23][C:22]([O:21][C:17]([CH3:18])([CH3:19])[CH3:20])=[O:41])[cH:29][c:28]([C:30]([F:31])([F:32])[F:33])[cH:27][cH:26]2)[cH:39]1. Starting materials: CC(C)(C)OC(=O)Nc1cc(C(F)(F)F)ccc1-c1cc(Cl)ncn1, [H-], [Na+], CN(C)C=O, CC(=O)Nc1nc2c(O)cccc2s1. The product is CC(=O)Nc1nc2c(Oc3cc(-c4ccc(C(F)(F)F)cc4NC(=O)OC(C)(C)C)ncn3)cccc2s1. Reactants: BrC1=C(C(=C(C(=C1O)Br)Br)Br)Br (Pentabromophenol), [Al+3].[Cl-].[Cl-].[Cl-] (AlCl3). The solvent is C1(=CC=CC=C1)C (toluene). Yields the product BrC=1C=C(C=C(C1)Br)O (3,5-Dibromophenol). Isolated yield 44.4%. RXN SMILES: Br[C:2]1[C:7]([OH:8])=[C:6](Br)[C:5]([Br:10])=[C:4](Br)[C:3]=1[Br:12].[Al+3].[Cl-].[Cl-].[Cl-]>C1(C)C=CC=CC=1>[Br:10][C:5]1[CH:6]=[C:7]([OH:8])[CH:2]=[C:3]([Br:12])[CH:4]=1 |f:1.2.3.4|. Procedure details: Pentabromophenol (1.0 g, 2.05 mmol) and AlCl3 (4.1 g, 30.75 mmol) were mixed in toluene (20 mL) and heated at reflux temperature under a nitrogen atmosphere overnight. The reaction mixture was cooled, cautiously added to ice, filtered and the filtrate was extracted with EtOAc (3×50 mL). The organics were dried (Na2SO4) and concentrated in vacuo. The residue obtained was purified by chromatography on silica gel with EtOAc:heptane (1:4, v/v) as eluent to afford the title compound as a white solid ... Run in CO (methanol). Yields the product O=C1OC[C@@H](N1CCSC=1SC=C(N1)C(=O)O)\C=C\C[C@@](CCCC(F)(F)F)(C)O (2-[(2-{(4S)-2-oxo-4-[(1E,4S)-8,8,8-trifluoro-4-hydroxy-4-methyl-1-octenyl]-1,3-oxazolidin-3-yl}ethyl)sulfanyl]-1,3-thiazole-4-carboxylic acid). The reactants are C[C@@]1(CC=C[C@H]2COC(N2CCSC=2SC=C(C(O1)=O)N2)=O)CCCC(F)(F)F ((9S,13S)-13-methyl-13-(4,4,4-trifluorobutyl)-7,14-dioxa-2,18-dithia-5,19-diazatricyclo[14.2.1.05,9]nonadeca-1(19),10,16-triene-6,15-dione), O[C@H](/C=C/[C@@H]1N(C(OC1)=O)CCSC=1SC=C(N1)C(=O)OCC)C(CCCC)(C)C (ethyl 2-[(2-{(4S)-4-[(1E,3R)-3-hydroxy-4,4-dimethyl-1-octenyl]-2-oxo-1,3-oxazolidin-3-yl}ethyl)thio]-1,3-thiazole-4-carboxylate), O1CCCC1 (tetrahydrofuran). Reported procedure: By the same procedure as the reaction of Example 8 using the compound 64-2 (More polar) instead of the compound 7 and using a mixture of tetrahydrofuran and methanol instead of methanol, the title compound having the following physical data was obtained. As a reaction SMILES: [CH3:1][C@@:2]1([CH2:23][CH2:24][CH2:25][C:26]([F:29])([F:28])[F:27])[O:19][C:18](=[O:20])[C:17]2[N:21]=[C:14]([S:15][CH:16]=2)[S:13][CH2:12][CH2:11][N:10]2[C@H:6]([CH2:7][O:8][C:9]2=[O:22])[CH:5]=[CH:4][CH2:3]1.[OH:30][C@@H](C(C)(C)CCCC)/C=C/[C@H]1COC(=O)N1CCSC1SC=C(C(OCC)=O)N=1.O1CCCC1>CO>[O:22]=[C:9]1[N:10]([CH2:11][CH2:12][S:13][C:14]2[S:15][CH:16]=[C:17]([C:18]([OH:19])=[O:20])[N:21]=2)[C@@H:6](/[CH:5]=[CH:4]/[CH2:3][C@:2]([OH:30])([CH3:1])[CH2:23][CH2:24][CH2:25][C:26]([F:27])([F:29])[F:28])[CH2:7][O:8]1. The reactants are [BH4-], CC1CCC(CCN)CC1, CO, COc1cc(C=O)ccc1Oc1ccc(C(N)=O)cn1, [Na+]. Yields the product COc1cc(CNCCC2CCC(C)CC2)ccc1Oc1ccc(C(N)=O)cn1. Reaction SMILES: [BH4-:31].[CH3:21][CH:22]1[CH2:23][CH2:24][CH:25]([CH2:28][CH2:29][NH2:30])[CH2:26][CH2:27]1.[CH3:33][OH:34].[CH:1](=[O:2])[c:3]1[cH:4][c:5]([O:19][CH3:20])[c:6]([O:7][c:8]2[n:9][cH:10][c:11]([C:12](=[O:13])[NH2:14])[cH:15][cH:16]2)[cH:17][cH:18]1.[Na+:32]>>[CH2:1]([c:3]1[cH:4][c:5]([O:19][CH3:20])[c:6]([O:7][c:8]2[n:9][cH:10][c:11]([C:12](=[O:13])[NH2:14])[cH:15][cH:16]2)[cH:17][cH:18]1)[NH:30][CH2:29][CH2:28][CH:25]1[CH2:24][CH2:23][CH:22]([CH3:21])[CH2:27][CH2:26]1. Reactants: C(CC)C=1NC2=CC=C(C(=C2C1)C(F)(F)F)C#N (2-propyl-4-(trifluoromethyl)-1H-indole-5-carbonitrile), C(=O)([O-])[O-].[Cs+].[Cs+] (Cs2CO3), BrCC1=NOC(=N1)C=1SC=CC1 (3-(bromomethyl)-5-(2-thienyl)-1,2,4-oxadiazole). The solvent is C(C)#N (acetonitrile). The product is C(CC)C=1N(C2=CC=C(C(=C2C1)C(F)(F)F)C#N)CC1=NOC(=N1)C=1SC=CC1 (2-Propyl-1-{[5-(2-thienyl)-1,2,4-oxadiazol-3-yl]methyl}-4-(trifluoromethyl)-1H-indole-5-carbonitrile). The yield is 64.2%. RXN SMILES: [CH2:1]([C:4]1[NH:5][C:6]2[C:11]([CH:12]=1)=[C:10]([C:13]([F:16])([F:15])[F:14])[C:9]([C:17]#[N:18])=[CH:8][CH:7]=2)[CH2:2][CH3:3].C([O-])([O-])=O.[Cs+].[Cs+].Br[CH2:26][C:27]1[N:31]=[C:30]([C:32]2[S:33][CH:34]=[CH:35][CH:36]=2)[O:29][N:28]=1>C(#N)C>[CH2:1]([C:4]1[N:5]([CH2:26][C:27]2[N:31]=[C:30]([C:32]3[S:33][CH:34]=[CH:35][CH:36]=3)[O:29][N:28]=2)[C:6]2[C:11]([CH:12]=1)=[C:10]([C:13]([F:15])([F:16])[F:14])[C:9]([C:17]#[N:18])=[CH:8][CH:7]=2)[CH2:2][CH3:3] |f:1.2.3|. Procedure: To a solution of 2-propyl-4-(trifluoromethyl)-1H-indole-5-carbonitrile (Example 153A) (0.150 g, 0.595 mmol) in anhydrous acetonitrile (25 mL) was added Cs2CO3 (0.193 g, 0.595 mmol) and 3-(bromomethyl)-5-(2-thienyl)-1,2,4-oxadiazole (0.213 g, 0.893 mmol). The mixture was heated under N2, for 2 h. Upon cooling, the mixture was partitioned between EtOAc and water. The organic phase was separated, dried (MgSO4) and concentrated in vacuo. The residue was purified by flash chromatography (0-20% EtOAc-... Reactants: C1COCCO1, CNC, CCO, Clc1nc(Cl)c2sc3ccccc3c2n1, O. The product is CN(C)c1nc(Cl)nc2c1sc1ccccc12. As a reaction SMILES: [CH2:22]1[O:23][CH2:24][CH2:25][O:26][CH2:27]1.[CH3:16][NH:17][CH3:18].[CH3:19][CH2:20][OH:21].[Cl:1][c:2]1[n:3][c:4]([Cl:15])[c:5]2[c:6]([n:7]1)[c:8]1[c:9]([s:10]2)[cH:11][cH:12][cH:13][cH:14]1.[OH2:28]>>[Cl:1][c:2]1[n:3][c:4]([N:17]([CH3:16])[CH3:18])[c:5]2[c:6]([n:7]1)[c:8]1[c:9]([s:10]2)[cH:11][cH:12][cH:13][cH:14]1. Reactants: C(C)OC1=CC=C(\C=C/2\C(NC(S2)=O)=O)C=C1 ((Z)-5-(4-ethoxybenzylidene)thiazolidine-2,4-dione), BrC(CNC(OC(C)(C)C)=O)CNC(OC(C)(C)C)=O (di-tert-butyl (2-bromopropane-1,3-diyl)dicarbamate), C(C)OC1=CC=C(\C=C/2\C(N(C(S2)=O)CCCNC(OC(C)(C)C)=O)=O)C=C1 ((Z)-tert-butyl (3-(5-(4-ethoxybenzylidene)-2,4-dioxothiazolidin-3-yl)propyl)carbamate). Procedure: The title compound 21e was prepared from compound 2 (292 mg, 1.17 mmol) and di-tert-butyl (2-bromopropane-1,3-diyl)dicarbamate (413 mg, 1.17 mg) in a manner similar to that described for 21a. Yield=23.9%, 130 mg. The product is C(C)OC1=CC=C(\C=C/2\C(N(C(S2)=O)C(CNC(OC(C)(C)C)=O)CNC(OC(C)(C)C)=O)=O)C=C1 ((Z)-di-tert-butyl (2-(5-(4-ethoxybenzylidene)-2,4-dioxothiazolidin-3-yl)propane-1,3-diyl)dicarbamate). Reaction SMILES: [CH2:1]([O:3][C:4]1[CH:17]=[CH:16][C:7](/[CH:8]=[C:9]2/[C:10](=[O:15])[NH:11][C:12](=[O:14])[S:13]/2)=[CH:6][CH:5]=1)[CH3:2].Br[CH:19]([CH2:29][NH:30][C:31](=[O:37])[O:32][C:33]([CH3:36])([CH3:35])[CH3:34])[CH2:20][NH:21][C:22](=[O:28])[O:23][C:24]([CH3:27])([CH3:26])[CH3:25].C(OC1C=CC(/C=C2/C(=O)N(CCCNC(=O)OC(C)(C)C)C(=O)S/2)=CC=1)C>>[CH2:1]([O:3][C:4]1[CH:17]=[CH:16][C:7](/[CH:8]=[C:9]2/[C:10](=[O:15])[N:11]([CH:19]([CH2:29][NH:30][C:31](=[O:37])[O:32][C:33]([CH3:36])([CH3:35])[CH3:34])[CH2:20][NH:21][C:22](=[O:28])[O:23][C:24]([CH3:27])([CH3:25])[CH3:26])[C:12](=[O:14])[S:13]/2)=[CH:6][CH:5]=1)[CH3:2]. The yield is 23.9%.